From a dataset of the Open Reaction Database (ORD), a public repository of structured organic reaction records. describe an organic reaction: reactants, conditions, products, and yield Starting materials: [BH3-]C#N, O=C([O-])O, Cc1ccc(S(=O)(=O)n2cc(C=O)cc2-c2ccccc2)cc1, C[NH3+], CO, [Cl-], [Na+], [Na+]. Yields the product CNCc1cc(-c2ccccc2)n(S(=O)(=O)c2ccc(C)cc2)c1. Reaction SMILES: [C:27](#[N:28])[BH3-:29].[C:31](=[O:32])([O-:33])[OH:34].[CH3:1][c:2]1[cH:3][cH:4][c:5]([S:8](=[O:9])(=[O:10])[n:11]2[cH:12][c:13]([CH:22]=[O:23])[cH:14][c:15]2-[c:16]2[cH:17][cH:18][cH:19][cH:20][cH:21]2)[cH:6][cH:7]1.[CH3:25][NH3+:26].[CH3:36][OH:37].[Cl-:24].[Na+:30].[Na+:35]>>[CH3:1][c:2]1[cH:3][cH:4][c:5]([S:8](=[O:9])(=[O:10])[n:11]2[cH:12][c:13]([CH2:22][NH:28][CH3:27])[cH:14][c:15]2-[c:16]2[cH:17][cH:18][cH:19][cH:20][cH:21]2)[cH:6][cH:7]1.